This data is from the Open Reaction Database (ORD), a public repository of structured organic reaction records. The task is: describe an organic reaction: reactants, conditions, products, and yield Reactants: CCOC(=O)N1CCC(c2ccc(C(=O)N3c4ccccc4C(N(C(=O)CC)c4ccccc4)CC3C)cc2)CC1, CC#N. Product: CCC(=O)N(c1ccccc1)C1CC(C)N(C(=O)c2ccc(C3CCNCC3)cc2)c2ccccc21. As a reaction SMILES: [CH2:1]([O:2][C:3](=[O:4])[N:6]1[CH2:7][CH2:8][CH:9]([c:12]2[cH:13][cH:14][c:15]([C:18](=[O:19])[N:20]3[CH:21]([CH3:41])[CH2:22][CH:23]([N:30]([C:31]([CH2:32][CH3:33])=[O:34])[c:35]4[cH:36][cH:37][cH:38][cH:39][cH:40]4)[c:24]4[cH:25][cH:26][cH:27][cH:28][c:29]43)[cH:16][cH:17]2)[CH2:10][CH2:11]1)[CH3:5].[CH3:42][C:43]#[N:44]>>[NH:6]1[CH2:7][CH2:8][CH:9]([c:12]2[cH:13][cH:14][c:15]([C:18](=[O:19])[N:20]3[CH:21]([CH3:41])[CH2:22][CH:23]([N:30]([C:31]([CH2:32][CH3:33])=[O:34])[c:35]4[cH:36][cH:37][cH:38][cH:39][cH:40]4)[c:24]4[cH:25][cH:26][cH:27][cH:28][c:29]43)[cH:16][cH:17]2)[CH2:10][CH2:11]1.